From a dataset of the Open Reaction Database (ORD), a public repository of structured organic reaction records. describe an organic reaction: reactants, conditions, products, and yield Reaction SMILES: [Br:26][c:27]1[cH:28][cH:29][c:30]([C:33]2([F:40])[CH2:34][CH2:35][N:36]([CH3:39])[CH2:37][CH2:38]2)[cH:31][cH:32]1.[C:1]([O:2][CH:3]1[CH2:4][CH2:5][N:6]([c:11]2[cH:12][cH:13][c:14]([B:17]3[O:18][C:19]([CH3:24])([CH3:25])[C:20]([CH3:22])([CH3:23])[O:21]3)[cH:15][cH:16]2)[CH2:7][CH2:8]1)(=[O:9])[CH3:10].[CH3:41][CH2:42][O:43][C:44]([CH3:45])=[O:46].[OH2:47]>>[c:11]1([C:33]2([F:40])[CH2:34][CH2:35][N:36]([CH3:39])[CH2:37][CH2:38]2)[cH:12][cH:13][c:14]([B:17]2[O:18][C:19]([CH3:24])([CH3:25])[C:20]([CH3:22])([CH3:23])[O:21]2)[cH:15][cH:16]1. The product is CN1CCC(F)(c2ccc(B3OC(C)(C)C(C)(C)O3)cc2)CC1. Reactants: CN1CCC(F)(c2ccc(Br)cc2)CC1, CC(=O)OC1CCN(c2ccc(B3OC(C)(C)C(C)(C)O3)cc2)CC1, CCOC(C)=O, O. The reactants are BrC1=CC(=C(C=O)C=C1)F (4-bromo-2-fluorobenzaldehyde), C(C)(=O)C1=CC=CC=C1 (acetophenone). The product is BrC1=CC(=C(C=C1)C=CC(=O)C1=CC=CC=C1)F (3-(4-bromo-2-fluorophenyl)-1-phenylprop-2-en-1-one). Reaction SMILES: [Br:1][C:2]1[CH:9]=[CH:8][C:5]([CH:6]=O)=[C:4]([F:10])[CH:3]=1.[C:11]([C:14]1[CH:19]=[CH:18][CH:17]=[CH:16][CH:15]=1)(=[O:13])[CH3:12]>>[Br:1][C:2]1[CH:9]=[CH:8][C:5]([CH:6]=[CH:12][C:11]([C:14]2[CH:19]=[CH:18][CH:17]=[CH:16][CH:15]=2)=[O:13])=[C:4]([F:10])[CH:3]=1. Reported procedure: By a procedure similar to that of example 1.59.1, starting from 4-bromo-2-fluorobenzaldehyde and acetophenone, 3-(4-bromo-2-fluorophenyl)-1-phenylprop-2-en-1-one was obtained as yellow solid.